Dataset: the Open Reaction Database (ORD), a public repository of structured organic reaction records. Task: describe an organic reaction: reactants, conditions, products, and yield Reactants: COC1=CC=C(C[C@]2(N([C@@H](OC2=O)C2=CC=CC=C2)C(=O)C2=CC=CC=C2)C)C=C1 ((2S,4R)-4-(4-methoxybenzyl)-4-methyl-2-phenyl-3-(phenylcarbonyl)-1,3-oxazolidin-5-one). The solvent is Cl (HCl). Yields the product COC1=CC=C(C[C@@](N)(C(=O)O)C)C=C1 (O,α-Dimethyl-D-tyrosine). Reaction SMILES: [CH3:1][O:2][C:3]1[CH:30]=[CH:29][C:6]([CH2:7][C@:8]2([CH3:28])[C:12](=[O:13])[O:11][C@@H](C3C=CC=CC=3)[N:9]2C(C2C=CC=CC=2)=O)=[CH:5][CH:4]=1>Cl>[CH3:1][O:2][C:3]1[CH:4]=[CH:5][C:6]([CH2:7][C@:8]([CH3:28])([C:12]([OH:13])=[O:11])[NH2:9])=[CH:29][CH:30]=1. Reported procedure: Compound 2.3 (2.2 g, 0.0055 mol) were suspended in 20 mL of concentrated HCl solution. After nitrogen flush, the mixture was heated under reflux for 3 hours. After filtration and removal of the HCl solution, the white precipitate was dried. 1H NMR δ 7.24 (d, 2H, J=6 Hz), 6.91 (d, 2H, J=6 Hz), 3.77 (3H, s), 3.26 (d, 1H, J=14 Hz), 3.13 (d, 1H, J=14 Hz), 1.66 (s, 3H); C NMR 173.8, 161.3, 132.9, 115.9, 62.4, 56.4, 43.5, 23.2; ESI MS 210 (M+1). The product was used in the next step without purificati... The reactants are NN (hydrazine), FC1=C(C=CC(=C1)F)C(=CC(C(F)(F)F)=O)O (4-(2,4-difluorophenyl)-1,1,1-trifluoro-4-hydroxy-3-buten-2-one), ice water. Run in C(C)(=O)O (acetic acid). Run at temperature 95 celsius. The product is FC1=C(C=CC(=C1)F)C1=CC(=NN1)C(F)(F)F (5-(2,4-difluorophenyl)-3-(trifluoromethyl)-1H-pyrazole). Isolated yield 93.1%. Reaction SMILES: [F:1][C:2]1[CH:7]=[C:6]([F:8])[CH:5]=[CH:4][C:3]=1[C:9](O)=[CH:10][C:11](=O)[C:12]([F:15])([F:14])[F:13].[NH2:18][NH2:19]>C(O)(=O)C>[F:1][C:2]1[CH:7]=[C:6]([F:8])[CH:5]=[CH:4][C:3]=1[C:9]1[NH:19][N:18]=[C:11]([C:12]([F:15])([F:14])[F:13])[CH:10]=1. Procedure details: At 24° C., 15.0 g (0.06 mole) of the product of step A was dissolved in 50 mL glacial acetic acid and treated with 2 mL (0.064 mole) anhydrous hydrazine, added over a period of 5 minutes. The reaction was heated to 95° C. for 30 minutes. The reaction was cooled and poured into 300 mL ice water. The slurry was filtered and the cake washed with water and air dried to give 13.86 g (94%) of 5-(2,4-difluorophenyl)-3-(trifluoromethyl)-1H-pyrazole as a white solid, mp 157°-158° C. Reactants: CN(CCN1C2=C(OCC1)C=C(C=C2)[N+](=O)[O-])C (N,N-dimethyl-2-(7-nitro-2H-benzo[b][1,4]oxazin-4(3H)-yl)ethanamine). Reagents/catalysts: [Pd] (Pd—C). Reaction conditions: time 3 hour. Yields the product CN(CCN1C2=C(OCC1)C=C(C=C2)N)C (4-(2-(dimethylamino)ethyl)-3,4-dihydro-2H-benzo[b][1,4]oxazin-7-amine). As a reaction SMILES: [CH3:1][N:2]([CH3:18])[CH2:3][CH2:4][N:5]1[CH2:10][CH2:9][O:8][C:7]2[CH:11]=[C:12]([N+:15]([O-])=O)[CH:13]=[CH:14][C:6]1=2>[Pd]>[CH3:1][N:2]([CH3:18])[CH2:3][CH2:4][N:5]1[CH2:10][CH2:9][O:8][C:7]2[CH:11]=[C:12]([NH2:15])[CH:13]=[CH:14][C:6]1=2. Procedure details: A suspension of N,N-dimethyl-2-(7-nitro-2H-benzo[b][1,4]oxazin-4(3H)-yl)ethanamine (210 mg, 0.836 mmol) and Pd—C (10% wt, 89 mg, 0.084 mmol) in dry EtOH (15 mL) was purged with hydrogen gas. The reaction was stirred at room temperature for 3 hours under hydrogen atmosphere (balloon pressure). The reaction mixture was then filtered through a Celite pad and washed with EtOH (15 mL). The light purple filtrate was concentrated to give crude 4-(2-(dimethylamino)ethyl)-3,4-dihydro-2H-benzo[b][1,4]oxaz...